Dataset: the Open Reaction Database (ORD), a public repository of structured organic reaction records. Task: describe an organic reaction: reactants, conditions, products, and yield The reactants are COc1ccc(N(CC(=O)O)S(=O)(=O)c2ccc(C(C)C)cn2)cn1, OCCNCc1ccccn1. Yields the product COc1ccc(N(CC(=O)N(CCO)Cc2ccccn2)S(=O)(=O)c2ccc(C(C)C)cn2)cn1. Reaction SMILES: [CH:1]([CH3:2])([CH3:3])[c:4]1[cH:5][cH:6][c:7]([S:10](=[O:11])(=[O:12])[N:13]([c:14]2[cH:15][n:16][c:17]([O:20][CH3:21])[cH:18][cH:19]2)[CH2:22][C:23](=[O:24])[OH:25])[n:8][cH:9]1.[n:26]1[c:27]([CH2:32][NH:33][CH2:34][CH2:35][OH:36])[cH:28][cH:29][cH:30][cH:31]1>>[CH:1]([CH3:2])([CH3:3])[c:4]1[cH:5][cH:6][c:7]([S:10](=[O:11])(=[O:12])[N:13]([c:14]2[cH:15][n:16][c:17]([O:20][CH3:21])[cH:18][cH:19]2)[CH2:22][C:23](=[O:24])[N:33]([CH2:32][c:27]2[n:26][cH:31][cH:30][cH:29][cH:28]2)[CH2:34][CH2:35][OH:36])[n:8][cH:9]1. Starting materials: CC1(C=2C=CC(=CC2C(=CC1)C=1SC(=C(N1)C)C)C#CC1=CC=C(C(=O)OCC)C=C1)C (ethyl 4-[5,6-dihydro-5,5-dimethyl-8-(4,5-dimethylthiazol-2-yl)-2-naphthalenyl]ethynylbenzoate), CC1(C=2C=CC(=CC2C(=CC1)C=1SC(=C(N1)C)C)C#CC1=CC=C(C(=O)OCC)C=C1)C (ethyl 4-[5,6-dihydro-5,5-dimethyl-8-(4,5-dimethylthiazol-2-yl)-2-naphthalenyl]ethynylbenzoate), [OH-].[Na+] (NaOH). The solvent is CCO (EtOH). Run at temperature 50 celsius. Product: CC1(C=2C=CC(=CC2C(=CC1)C=1SC=C(N1)C)C#CC1=CC=C(C(=O)O)C=C1)C (4-[(5,6-Dihydro-5,5-dimethyl-8-(4-methylthiazol-2-yl)-2-naphthalenyl)ethynyl]benzoic acid). As a reaction SMILES: [CH3:1][C:2]1([CH3:32])[CH2:11][CH:10]=[C:9]([C:12]2[S:13][C:14](C)=[C:15]([CH3:17])[N:16]=2)[C:8]2[CH:7]=[C:6]([C:19]#[C:20][C:21]3[CH:31]=[CH:30][C:24]([C:25]([O:27]CC)=[O:26])=[CH:23][CH:22]=3)[CH:5]=[CH:4][C:3]1=2.[OH-].[Na+]>CCO>[CH3:1][C:2]1([CH3:32])[CH2:11][CH:10]=[C:9]([C:12]2[S:13][CH:14]=[C:15]([CH3:17])[N:16]=2)[C:8]2[CH:7]=[C:6]([C:19]#[C:20][C:21]3[CH:22]=[CH:23][C:24]([C:25]([OH:27])=[O:26])=[CH:30][CH:31]=3)[CH:5]=[CH:4][C:3]1=2 |f:1.2|. Procedure: To a solution of ethyl 4-[5,6-dihydro-5,5-dimethyl-8-(4,5-dimethylthiazol-2-yl)-2-naphthalenyl]ethynylbenzoate (Compound 17) (58.0 mg, 0.13 mmol) and 4 ml of EtOH at room temperature was added aqueous NaOH (1 ml, 1M, 1 mmol). The resulting solution was warmed to 50° C. for 1 hour and concentrated in vacuo. The residue was suspended in a solution of CH2Cl2 and ether (5:1) and acidified to pH 5 with 1M aqueous HCl. The layers were separated and the organic layer was washed with brine, dried (Na2O4... Reaction conditions: time 18 hour. Reactants: C(CC(C(C(C(C(C(C(C(F)(F)F)(F)F)(F)F)(F)F)(F)F)(F)F)(F)F)(F)F)C(=O)O (2H,2H,3H,3H-Perfluoroundecanoic acid), ON1C(CCC1=O)=O (N-hydroxysuccinimide), C1(CCCCC1)N=C=NC1CCCCC1 (dicyclohexylcarbodiimide). RXN SMILES: C(C(O)=[O:29])CC(F)(F)C(F)(F)C(F)(F)C(F)(F)C(F)(F)C(F)(F)C(F)(F)C(F)(F)F.ON1C(=O)CCC1=O.[CH:39]1([N:45]=[C:46]=[N:47][CH:48]2[CH2:53][CH2:52][CH2:51][CH2:50][CH2:49]2)[CH2:44][CH2:43][CH2:42][CH2:41][CH2:40]1>C(OCC)(=O)C>[C:46]([NH:45][CH:39]1[CH2:40][CH2:41][CH2:42][CH2:43][CH2:44]1)([NH:47][CH:48]1[CH2:53][CH2:52][CH2:51][CH2:50][CH2:49]1)=[O:29]. Reported procedure: 2H,2H,3H,3H-Perfluoroundecanoic acid (1.354 g, 2.75 mmol), N-hydroxysuccinimide (348 mg, 3.02 mmol) and dicyclohexylcarbodiimide (622 mg, 3.02 mmol) were dissolved in ethyl acetate (120 ml) and stirred for 18 hours at ambient temperature. The white precipitate which formed (dicyclohexylurea, DCU) was filtered and the remaining solution was evaporated to dryness. The residue was recrystallised twice from ethyl acetate. Yield 1.00 g (62%) containing traces of DCU. Run in C(C)(=O)OCC (ethyl acetate). Yields the product C(=O)(NC1CCCCC1)NC1CCCCC1 (DCU).